From a dataset of the Open Reaction Database (ORD), a public repository of structured organic reaction records. describe an organic reaction: reactants, conditions, products, and yield Starting materials: [K+], [K+], Nc1c(Nc2cccnc2)c(=O)c1=O, O=C([O-])[O-], Cc1cccc(C(=O)NC(n2nnc3ccccc32)C(C)(C)Cc2ccncc2)c1. The product is Cc1cccc(C(=O)NC(Nc2c(Nc3cccnc3)c(=O)c2=O)C(C)(C)Cc2ccncc2)c1. As a reaction SMILES: [K+:45].[K+:46].[NH2:1][c:2]1[c:3](=[O:14])[c:4](=[O:13])[c:5]1[NH:6][c:7]1[cH:8][n:9][cH:10][cH:11][cH:12]1.[O-:47][C:48]([O-:49])=[O:50].[n:15]1([CH:24]([C:25]([CH2:26][c:27]2[cH:28][cH:29][n:30][cH:31][cH:32]2)([CH3:33])[CH3:34])[NH:35][C:36]([c:37]2[cH:38][c:39]([CH3:43])[cH:40][cH:41][cH:42]2)=[O:44])[c:16]2[cH:17][cH:18][cH:19][cH:20][c:21]2[n:22][n:23]1>>[NH:1]([c:2]1[c:3](=[O:14])[c:4](=[O:13])[c:5]1[NH:6][c:7]1[cH:8][n:9][cH:10][cH:11][cH:12]1)[CH:24]([C:25]([CH2:26][c:27]1[cH:28][cH:29][n:30][cH:31][cH:32]1)([CH3:33])[CH3:34])[NH:35][C:36]([c:37]1[cH:38][c:39]([CH3:43])[cH:40][cH:41][cH:42]1)=[O:44].